This data is from the Open Reaction Database (ORD), a public repository of structured organic reaction records. The task is: describe an organic reaction: reactants, conditions, products, and yield Product: CC1=C(C=CC=C1)N1C(=NC=C1)[S@@](=O)CCCO ((S)-(+)-3-[1-(2-methylphenyl)2-imidazolylsulfinyl]propanol). Reported procedure: To 3 l of dichloroethane were added 123 g of 3-[1-(2-methylphenyl)-2-imidazolylthio]propanol, 414 g of L-(+)-diethyl tartarate and 120 g of a powder of Molecular Sieve 4A. The mixture was stirred at room temperature for 2 days. Thereto was added 142 g of titanium tetraisopropoxide. The mixture was stirred at room temperature for 30 minutes. Thereto was added 91 g of cumene hydroperoxide. The mixture was stirred at 5° C. for 24 hours. The reaction mixture per se was purified by a silica gel colum... As a reaction SMILES: ClC(Cl)C.[CH3:5][C:6]1[CH:11]=[CH:10][CH:9]=[CH:8][C:7]=1[N:12]1[CH:16]=[CH:15][N:14]=[C:13]1[S:17][CH2:18][CH2:19][CH2:20][OH:21].[O-:22]O.C1(C(C)C)C=CC=CC=1>CC(C)[O-].CC(C)[O-].CC(C)[O-].CC(C)[O-].[Ti+4]>[CH3:5][C:6]1[CH:11]=[CH:10][CH:9]=[CH:8][C:7]=1[N:12]1[CH:16]=[CH:15][N:14]=[C:13]1[S@:17]([CH2:18][CH2:19][CH2:20][OH:21])=[O:22] |f:2.3,4.5.6.7.8|. Reagents/catalysts: CC([O-])C.CC([O-])C.CC([O-])C.CC([O-])C.[Ti+4] (titanium tetraisopropoxide). Starting materials: ClC(C)Cl (dichloroethane), CC1=C(C=CC=C1)N1C(=NC=C1)SCCCO (3-[1-(2-methylphenyl)-2-imidazolylthio]propanol), L-(+)-diethyl tartarate, powder, 4A, [O-]O.C1(=CC=CC=C1)C(C)C (cumene hydroperoxide). Run at time 2 day. Isolated yield 38.2%. The reactants are C(C)OCC(=O)Cl (Ethoxyacetyl chloride), CNC(NN)=S (4-methylthiosemicarbazide), N1=CC=CC=C1 (pyridine). Reaction conditions: time 18 hour. Yields the product C(C)OCN1N=NC(C1C)=S (3-ethoxymethyl-4-methyl-1,2,3-triazoline-5-thione). RXN SMILES: [CH2:1]([O:3][CH2:4][C:5](Cl)=O)C.CN[C:10](=[S:13])[NH:11][NH2:12].[N:14]1C=CC=[CH:16][CH:15]=1>>[CH2:4]([O:3][CH2:1][N:14]1[CH:15]([CH3:16])[C:10](=[S:13])[N:11]=[N:12]1)[CH3:5]. Reported procedure: Ethoxyacetyl chloride (57 g.) was added slowly to a stirred solution of 4-methylthiosemicarbazide (53.5 g.) in dry pyridine (500 ml.) at 0°-5°. The mixture was allowed to attain room temperature and stirring was continued for 18 hours. Following concentration under reduced pressure the residue was treated with a solution of sodium (21.4 g.) in ethanol (500 ml.) and the mixture was heated under reflux for 24 hours. Following concentration and acidification with hydrochloric acid a solid was obtai...